From a dataset of the Open Reaction Database (ORD), a public repository of structured organic reaction records. describe an organic reaction: reactants, conditions, products, and yield Reactants: CC1(C(C2=CC(=C(C(=C2C1=O)Cl)Cl)OC)=O)C=1SC=CC1 (2-methyl-2-(2-thienyl)-4,5-dichloro-6-methoxyindan-1,3-dione), Cl.N1=CC=CC=C1 (pyridine hydrochloride). Solvent: ice water. Run at temperature 175 celsius. The product is CC1(C(C2=CC(=C(C(=C2C1=O)Cl)Cl)O)=O)C=1SC=CC1 (2-methyl-2-(2-thienyl)-4,5-dichloro-6-hydroxyindan-1,3-dione). As a reaction SMILES: [CH3:1][C:2]1([C:17]2[S:18][CH:19]=[CH:20][CH:21]=2)[C:10](=[O:11])[C:9]2[C:4](=[CH:5][C:6]([O:14]C)=[C:7]([Cl:13])[C:8]=2[Cl:12])[C:3]1=[O:16].Cl.N1C=CC=CC=1>>[CH3:1][C:2]1([C:17]2[S:18][CH:19]=[CH:20][CH:21]=2)[C:10](=[O:11])[C:9]2[C:4](=[CH:5][C:6]([OH:14])=[C:7]([Cl:13])[C:8]=2[Cl:12])[C:3]1=[O:16] |f:1.2|. Reported procedure: A stirred mixture of 2-methyl-2-(2-thienyl)-4,5-dichloro-6-methoxyindan-1,3-dione (3.81 g., 0.0112 mole) and pyridine hydrochloride (36 g.) is heated at 175°C. for one half hour, then poured into crushed ice-water (500 ml.) to give 2-methyl-2-(2-thienyl)-4,5-dichloro-6-hydroxyindan-1,3-dione. Starting materials: OC1CC(CC1)CC=O (3-hydroxy cyclopentyl-acetaldehyde), [Br-].C1(=CC=CC=C1)[P+](CCC)(C1=CC=CC=C1)C1=CC=CC=C1 (triphenyl propyl phosphonium bromide). The product is C(C=CCC)C1CC(CC1)O (3-(2-pentenyl)-cyclopentanol). The yield is 24.9%. Reaction SMILES: [OH:1][CH:2]1[CH2:6][CH2:5][CH:4]([CH2:7][CH:8]=O)[CH2:3]1.[Br-].[C:11]1([P+](C2C=CC=CC=2)(C2C=CC=CC=2)CCC)[CH:16]=CC=C[CH:12]=1>>[CH2:7]([CH:4]1[CH2:5][CH2:6][CH:2]([OH:1])[CH2:3]1)[CH:8]=[CH:12][CH2:11][CH3:16] |f:1.2|. Procedure details: Using the procedure of Example 3, 5 g of 3-hydroxy cyclopentyl-acetaldehyde and 20 g of triphenyl propyl phosphonium bromide were reacted and the product was chromatographed over silica gel. Elution with a 7-3 cyclohexane-ethyl acetate mixture yielded 1.5 g of 3-(2-pentenyl)-cyclopentanol. Reactants: C(=O)[O-].[NH4+] (ammonium formate), FC(OC1=CC=C(CNC(=O)[C@@H]2N(CCN(C2)C=2SC3=C(N=C(N=C3Cl)C3CC3)N2)S(=O)(=O)C2=CC=C(C=C2)C(F)(F)F)C=C1)(F)F ((R)-4-(7-chloro-5-cyclopropyl-thiazolo[4,5-d]pyrimidin-2-yl)-1-(4-trifluoromethyl-benzenesulfonyl)-piperazine-2-carboxylic acid 4-trifluoromethoxy-benzylamide), C(=O)[O-].[NH4+] (ammonium formate), C(=O)[O-].[NH4+] (ammonium formate). The reagents and catalysts are [C].[Pd] (palladium carbon), [C].[Pd] (palladium carbon), [C].[Pd] (palladium carbon). Solvent: C(C)(=O)OCC (ethyl acetate), C(C)O (ethanol). Conditions: temperature 80 celsius, time 30 minute. Yields the product FC(OC1=CC=C(CNC(=O)[C@@H]2N(CCN(C2)C=2SC3=C(N=C(N=C3)C3CC3)N2)S(=O)(=O)C2=CC=C(C=C2)C(F)(F)F)C=C1)(F)F ((R)-4-(5-cyclopropyl-thiazolo[4,5-d]pyrimidin-2-yl)-1-(4-trifluoromethyl-benzenesulfonyl)-piperazine-2-carboxylic acid 4-trifluoromethoxy-benzylamide). The yield is 75.3%. As a reaction SMILES: [F:1][C:2]([F:47])([F:46])[O:3][C:4]1[CH:45]=[CH:44][C:7]([CH2:8][NH:9][C:10]([C@H:12]2[CH2:17][N:16]([C:18]3[S:19][C:20]4[C:25](Cl)=[N:24][C:23]([CH:27]5[CH2:29][CH2:28]5)=[N:22][C:21]=4[N:30]=3)[CH2:15][CH2:14][N:13]2[S:31]([C:34]2[CH:39]=[CH:38][C:37]([C:40]([F:43])([F:42])[F:41])=[CH:36][CH:35]=2)(=[O:33])=[O:32])=[O:11])=[CH:6][CH:5]=1.C([O-])=O.[NH4+]>C(O)C.C(OCC)(=O)C.[C].[Pd]>[F:47][C:2]([F:1])([F:46])[O:3][C:4]1[CH:5]=[CH:6][C:7]([CH2:8][NH:9][C:10]([C@H:12]2[CH2:17][N:16]([C:18]3[S:19][C:20]4[CH:25]=[N:24][C:23]([CH:27]5[CH2:29][CH2:28]5)=[N:22][C:21]=4[N:30]=3)[CH2:15][CH2:14][N:13]2[S:31]([C:34]2[CH:39]=[CH:38][C:37]([C:40]([F:41])([F:42])[F:43])=[CH:36][CH:35]=2)(=[O:33])=[O:32])=[O:11])=[CH:44][CH:45]=1 |f:1.2,5.6|. Procedure: To a mixture of the compound (0.99 g) obtained in Step 3 and ammonium formate (0.86 g) in ethanol (10 ml) was added 10% palladium carbon (0.50 g) at 80° C. After stirring at 80° C. for 30 min, ammonium formate (0.43 g) and 10% palladium carbon (0.50 g) were added. After stirring at 80° C. for 30 min, ammonium formate (0.43 g) and 10% palladium carbon (0.50 g) were added. After stirring at 80° C. for 30 min, the reaction mixture was allowed to return to room temperature, and the reaction mixture ... The reactants are NCCCN (1,3-diaminopropane), FC1=CC=C(OC2=CC=C(C=C2)S(=O)(=O)Cl)C=C1 (4-(4-fluorophenoxy)benzenesulfonyl chloride). Run in ClCCl (dichloromethane), ClCCl (dichloromethane). Reaction conditions: time 15 minute. Yields the product NCCCNS(=O)(=O)C1=CC=C(C=C1)OC1=CC=C(C=C1)F (N-(3-aminopropyl)-4-(4-fluorophenoxy)benzenesulfonamide). RXN SMILES: [NH2:1][CH2:2][CH2:3][CH2:4][NH2:5].[F:6][C:7]1[CH:23]=[CH:22][C:10]([O:11][C:12]2[CH:17]=[CH:16][C:15]([S:18](Cl)(=[O:20])=[O:19])=[CH:14][CH:13]=2)=[CH:9][CH:8]=1>ClCCl>[NH2:1][CH2:2][CH2:3][CH2:4][NH:5][S:18]([C:15]1[CH:16]=[CH:17][C:12]([O:11][C:10]2[CH:22]=[CH:23][C:7]([F:6])=[CH:8][CH:9]=2)=[CH:13][CH:14]=1)(=[O:19])=[O:20]. Procedure: To a stirred solution of 1,3-diaminopropane (6.7 mL) in 100 mL of dichloromethane at −10° C. was slowly added over a 2 hour period a solution of 4-(4-fluorophenoxy)benzenesulfonyl chloride (5.7 g, 20 mmol) in 50 mL of dichloromethane. The reaction was stirred for 15 minutes after the addition was complete, and then partitioned between ethyl acetate and water. The resulting emulsion was cleared by addition of dichloromethane, and the organic layer was separated. The aqueous layer was extracted wi... The reactants are COC(=O)c1cnc2c(c1)cc(C(=CC1CCCC1)OS(=O)(=O)c1ccc(C)cc1)n2S(=O)(=O)c1ccccc1, CS(=O)(=O)c1ccc(B(O)O)cc1, [Na+], [Na+], O=C([O-])[O-], C1COCCO1, Cl[Pd]Cl, c1ccc(P(c2ccccc2)c2ccccc2)cc1, c1ccc(P(c2ccccc2)c2ccccc2)cc1. Product: COC(=O)c1cnc2c(c1)cc(C(=CC1CCCC1)c1ccc(S(C)(=O)=O)cc1)n2S(=O)(=O)c1ccccc1. As a reaction SMILES: [CH3:1][O:2][C:3](=[O:4])[c:5]1[cH:6][c:7]2[c:8]([n:9][cH:10]1)[n:11]([S:32](=[O:33])(=[O:34])[c:35]1[cH:36][cH:37][cH:38][cH:39][cH:40]1)[c:12]([C:14](=[CH:15][CH:16]1[CH2:17][CH2:18][CH2:19][CH2:20]1)[O:21][S:22]([c:23]1[cH:24][cH:25][c:26]([CH3:27])[cH:28][cH:29]1)(=[O:30])=[O:31])[cH:13]2.[CH3:41][S:42](=[O:43])(=[O:44])[c:45]1[cH:46][cH:47][c:48]([B:51]([OH:52])[OH:53])[cH:49][cH:50]1.[Na+:54].[Na+:55].[O-:56][C:57](=[O:58])[O-:59].[O:60]1[CH2:61][CH2:62][O:63][CH2:64][CH2:65]1.[Pd:66]([Cl:67])[Cl:68].[c:69]1([P:70]([c:71]2[cH:72][cH:73][cH:74][cH:75][cH:76]2)[c:77]2[cH:78][cH:79][cH:80][cH:81][cH:82]2)[cH:83][cH:84][cH:85][cH:86][cH:87]1.[c:88]1([P:89]([c:90]2[cH:91][cH:92][cH:93][cH:94][cH:95]2)[c:96]2[cH:97][cH:98][cH:99][cH:100][cH:101]2)[cH:102][cH:103][cH:104][cH:105][cH:106]1>>[CH3:1][O:2][C:3](=[O:4])[c:5]1[cH:6][c:7]2[c:8]([n:9][cH:10]1)[n:11]([S:32](=[O:33])(=[O:34])[c:35]1[cH:36][cH:37][cH:38][cH:39][cH:40]1)[c:12]([C:14](=[CH:15][CH:16]1[CH2:17][CH2:18][CH2:19][CH2:20]1)[c:48]1[cH:47][cH:46][c:45]([S:42]([CH3:41])(=[O:43])=[O:44])[cH:50][cH:49]1)[cH:13]2.